Task: describe an organic reaction: reactants, conditions, products, and yield. Dataset: the Open Reaction Database (ORD), a public repository of structured organic reaction records Starting materials: [N+](=O)([O-])C1=C(C=CC=C1)NC1=NC=NC(=C1)NCC=1C=NC=CC1 (N-(2-nitro-phenyl)-N′-pyridin-3-ylmethyl-pyrimidine-4,6-diamine), [H-].[Na+] (NaH), O (Water), ClC1=C(C=C(C(=C1N=C=O)Cl)OC)OC (2,4-dichloro-3-isocyanato-1,5-dimethoxy-benzene). Run in C1CCOC1 (THF). Reaction conditions: time 30 minute. The product is ClC1=C(C(=C(C=C1OC)OC)Cl)NC(N(CC=1C=NC=CC1)C1=NC=NC(=C1)NC1=C(C=CC=C1)[N+](=O)[O-])=O (3-(2,6-Dichloro-3,5-dimethoxy-phenyl)-1-[6-(2-nitro-phenylamino)pyrimidin-4-yl]1-pyridin-3-ylmethyl-urea). Isolated yield 31.9%. As a reaction SMILES: [N+:1]([C:4]1[CH:9]=[CH:8][CH:7]=[CH:6][C:5]=1[NH:10][C:11]1[CH:16]=[C:15]([NH:17][CH2:18][C:19]2[CH:20]=[N:21][CH:22]=[CH:23][CH:24]=2)[N:14]=[CH:13][N:12]=1)([O-:3])=[O:2].[H-].[Na+].[Cl:27][C:28]1[C:33]([N:34]=[C:35]=[O:36])=[C:32]([Cl:37])[C:31]([O:38][CH3:39])=[CH:30][C:29]=1[O:40][CH3:41].O>C1COCC1>[Cl:27][C:28]1[C:29]([O:40][CH3:41])=[CH:30][C:31]([O:38][CH3:39])=[C:32]([Cl:37])[C:33]=1[NH:34][C:35](=[O:36])[N:17]([C:15]1[CH:16]=[C:11]([NH:10][C:5]2[CH:6]=[CH:7][CH:8]=[CH:9][C:4]=2[N+:1]([O-:3])=[O:2])[N:12]=[CH:13][N:14]=1)[CH2:18][C:19]1[CH:20]=[N:21][CH:22]=[CH:23][CH:24]=1 |f:1.2|. Procedure: To a solution of N-(2-nitro-phenyl)-N′-pyridin-3-ylmethyl-pyrimidine-4,6-diamine (150 g, 0.467 mmol) in THF (15 mL) was added NaH (60%, 48 g, 1.2 mmol) at 0° C., and the mixture was stirred for 30 minutes at room temperature. A solution of 2,4-dichloro-3-isocyanato-1,5-dimethoxy-benzene (procedure 2A, steps a-d; 180 g, 0.73 mmol) was added dropwise at room temperature. The resulting mixture was stirred for 2 hours. Water (2 mL) was added to quench the reaction. The mixture was concentrated, and ... Product: C1(CCCCC1)NC1=C2C(=NC(=C1)C)C=NN2 (7-Cyclohexylamino-5-methyl-1H-pyrazolo[4,3-b]pyridine). Procedure details: Cyclohexylamine (1.14 ml, 0.01 mole) and 7-chloro-5-methyl-1H-pyrazolo[4,3-b]pyridine (0.5 g, 0.003 mole) were heated at reflux in dry xylene (3 ml) for 48 h. The solvent was removed under reduced pressure and the residue crystallised from ethyl acetate/ether/pentane to give the title compound as a white solid (112 mg, 16%), m.p. 287°-289° C. Reaction SMILES: [CH:1]1([NH2:7])[CH2:6][CH2:5][CH2:4][CH2:3][CH2:2]1.Cl[C:9]1[CH:14]=[C:13]([CH3:15])[N:12]=[C:11]2[CH:16]=[N:17][NH:18][C:10]=12>C1(C)C(C)=CC=CC=1>[CH:1]1([NH:7][C:9]2[CH:14]=[C:13]([CH3:15])[N:12]=[C:11]3[CH:16]=[N:17][NH:18][C:10]=23)[CH2:6][CH2:5][CH2:4][CH2:3][CH2:2]1. Solvent: C=1(C(=CC=CC1)C)C (xylene). The yield is 16.2%. Starting materials: C1(CCCCC1)N (Cyclohexylamine), ClC1=C2C(=NC(=C1)C)C=NN2 (7-chloro-5-methyl-1H-pyrazolo[4,3-b]pyridine). The reactants are O=C(NC1(C(=O)O)C2CCCC1CCC2)c1ccccc1, CC(=O)O, Cl. RXN SMILES: [C:1](=[O:2])([c:3]1[cH:4][cH:5][cH:6][cH:7][cH:8]1)[NH:9][C:10]1([C:19](=[O:20])[OH:21])[CH:11]2[CH2:12][CH2:13][CH2:14][CH:15]1[CH2:16][CH2:17][CH2:18]2.[C:22]([OH:23])(=[O:24])[CH3:25].[ClH:26]>>[NH2:9][C:10]1([C:19](=[O:20])[OH:21])[CH:11]2[CH2:12][CH2:13][CH2:14][CH:15]1[CH2:16][CH2:17][CH2:18]2. Product: NC1(C(=O)O)C2CCCC1CCC2. The reactants are CC1CN(Cc2ccccc2)CCN1C(=O)OC(C)(C)C, CO, Cl. Product: CC1CN(Cc2ccccc2)CCN1. RXN SMILES: [C:1]([O:2][C:3](=[O:4])[N:8]1[CH:9]([CH3:21])[CH2:10][N:11]([CH2:14][c:15]2[cH:16][cH:17][cH:18][cH:19][cH:20]2)[CH2:12][CH2:13]1)([CH3:5])([CH3:6])[CH3:7].[CH3:23][OH:24].[ClH:22]>>[NH:8]1[CH:9]([CH3:21])[CH2:10][N:11]([CH2:14][c:15]2[cH:16][cH:17][cH:18][cH:19][cH:20]2)[CH2:12][CH2:13]1. Starting materials: CC(=O)Nc1nc2c(Oc3cc(-c4ccc(C(F)(F)F)cc4NC(=O)C4CCC(c5ccccc5)N4)ncn3)cccc2s1, O=CC1CC1. The product is CC(=O)Nc1nc2c(Oc3cc(-c4ccc(C(F)(F)F)cc4NC(=O)C4CCC(c5ccccc5)N4CC4CC4)ncn3)cccc2s1. Reaction SMILES: [C:1]([CH3:2])(=[O:3])[NH:4][c:5]1[s:6][c:7]2[c:8]([n:9]1)[c:10]([O:14][c:15]1[cH:16][c:17](-[c:21]3[c:22]([NH:31][C:32](=[O:33])[CH:34]4[NH:35][CH:36]([c:39]5[cH:40][cH:41][cH:42][cH:43][cH:44]5)[CH2:37][CH2:38]4)[cH:23][c:24]([C:27]([F:28])([F:29])[F:30])[cH:25][cH:26]3)[n:18][cH:19][n:20]1)[cH:11][cH:12][cH:13]2.[CH:45]1([CH:48]=[O:49])[CH2:46][CH2:47]1>>[C:1]([CH3:2])(=[O:3])[NH:4][c:5]1[s:6][c:7]2[c:8]([n:9]1)[c:10]([O:14][c:15]1[cH:16][c:17](-[c:21]3[c:22]([NH:31][C:32](=[O:33])[CH:34]4[N:35]([CH2:48][CH:45]5[CH2:46][CH2:47]5)[CH:36]([c:39]5[cH:40][cH:41][cH:42][cH:43][cH:44]5)[CH2:37][CH2:38]4)[cH:23][c:24]([C:27]([F:28])([F:29])[F:30])[cH:25][cH:26]3)[n:18][cH:19][n:20]1)[cH:11][cH:12][cH:13]2. Reactants: C1CCOC1, CCN(C(C)C)C(C)C, Nc1cnc2c(c1)CC1(C2)C(=O)Nc2ncccc21, O=C(O)Cn1c(=O)n(-c2ccccn2)c2ccccc21. Yields the product O=C(Cn1c(=O)n(-c2ccccn2)c2ccccc21)Nc1cnc2c(c1)CC1(C2)C(=O)Nc2ncccc21. Reaction SMILES: [CH2:49]1[O:50][CH2:51][CH2:52][CH2:53]1.[CH:40]([N:41]([CH2:42][CH3:43])[CH:44]([CH3:45])[CH3:46])([CH3:47])[CH3:48].[NH2:21][c:22]1[cH:23][c:24]2[c:25]([n:26][cH:27]1)[CH2:28][C:29]1([CH2:30]2)[C:31](=[O:39])[NH:32][c:33]2[n:34][cH:35][cH:36][cH:37][c:38]21.[O:1]=[c:2]1[n:3](-[c:15]2[n:16][cH:17][cH:18][cH:19][cH:20]2)[c:4]2[c:5]([n:6]1[CH2:7][C:8](=[O:9])[OH:10])[cH:11][cH:12][cH:13][cH:14]2>>[O:1]=[c:2]1[n:3](-[c:15]2[n:16][cH:17][cH:18][cH:19][cH:20]2)[c:4]2[c:5]([n:6]1[CH2:7][C:8](=[O:10])[NH:21][c:22]1[cH:23][c:24]3[c:25]([n:26][cH:27]1)[CH2:28][C:29]1([CH2:30]3)[C:31](=[O:39])[NH:32][c:33]3[n:34][cH:35][cH:36][cH:37][c:38]31)[cH:11][cH:12][cH:13][cH:14]2. The reactants are C(C)(C)(C)OC(=O)N[C@H]1COCC[C@H]1NC1=C(C2=C(C(=N1)Cl)C(N(C2)C(=O)OC(C)(C)C)=O)F (tert-butyl 6-((3R,4R)-3-(tert-butoxycarbonylamino)tetrahydro-2H-pyran-4-ylamino)-4-chloro-7-fluoro-3-oxo-1H-pyrrolo[3,4-c]pyridine-2(3H)-carboxylate), FC1=CC=C(/C=C/B(O)O)C=C1 ((E)-4-fluorostyrylboronic acid), C([O-])([O-])=O.[Na+].[Na+] (sodium carbonate). The reagents and catalysts are Cl[Pd]([P](C1=CC=CC=C1)(C2=CC=CC=C2)C3=CC=CC=C3)([P](C4=CC=CC=C4)(C5=CC=CC=C5)C6=CC=CC=C6)Cl (PdCl2(PPh3)2). Run in O1CCOCC1 (dioxane), O (water). Run at temperature 85 celsius. Yields the product C(C)(C)(C)OC(=O)N[C@H]1COCC[C@H]1NC1=C(C2=C(C(=N1)\C=C\C1=CC=C(C=C1)F)C(N(C2)C(=O)OC(C)(C)C)=O)F (tert-butyl 6-(((3R,4R)-3-((tert-butoxycarbonyl)amino)tetrahydro-2H-pyran-4-yl)amino)-7-fluoro-4-((E)-4-fluorostyryl)-3-oxo-1H-pyrrolo[3,4-c]pyridine-2(3H)-carboxylate). Reaction SMILES: [C:1]([O:5][C:6]([NH:8][C@@H:9]1[C@H:14]([NH:15][C:16]2[N:21]=[C:20](Cl)[C:19]3[C:23](=[O:33])[N:24]([C:26]([O:28][C:29]([CH3:32])([CH3:31])[CH3:30])=[O:27])[CH2:25][C:18]=3[C:17]=2[F:34])[CH2:13][CH2:12][O:11][CH2:10]1)=[O:7])([CH3:4])([CH3:3])[CH3:2].[F:35][C:36]1[CH:46]=[CH:45][C:39](/[CH:40]=[CH:41]/B(O)O)=[CH:38][CH:37]=1.C(=O)([O-])[O-].[Na+].[Na+]>O1CCOCC1.O.Cl[Pd](Cl)([P](C1C=CC=CC=1)(C1C=CC=CC=1)C1C=CC=CC=1)[P](C1C=CC=CC=1)(C1C=CC=CC=1)C1C=CC=CC=1>[C:1]([O:5][C:6]([NH:8][C@@H:9]1[C@H:14]([NH:15][C:16]2[N:21]=[C:20](/[CH:41]=[CH:40]/[C:39]3[CH:45]=[CH:46][C:36]([F:35])=[CH:37][CH:38]=3)[C:19]3[C:23](=[O:33])[N:24]([C:26]([O:28][C:29]([CH3:32])([CH3:31])[CH3:30])=[O:27])[CH2:25][C:18]=3[C:17]=2[F:34])[CH2:13][CH2:12][O:11][CH2:10]1)=[O:7])([CH3:4])([CH3:3])[CH3:2] |f:2.3.4,^1:62,81|. Procedure: In a 30 mL sealed cap glass vial, tert-butyl 6-((3R,4R)-3-(tert-butoxycarbonylamino)tetrahydro-2H-pyran-4-ylamino)-4-chloro-7-fluoro-3-oxo-1H-pyrrolo[3,4-c]pyridine-2(3H)-carboxylate (150 mg, 0.299 mmol), (E)-4-fluorostyrylboronic acid (49.7 mg, 0.299 mmol) and PdCl2(PPh3)2 (42.0 mg, 0.060 mmol) were dissolved in dioxane (5 mL). To the reaction mixture was added 2N aqueous sodium carbonate solution (2.0 mL). The cap was sealed and the reaction mixture was heated at 85° C. for 2 hours. The reacti... Starting materials: N1C(=O)C(=O)C2=CC=CC=C12 (isatin), [OH-].[K+] (potassium hydroxide), Cl (hydrochloric acid). Run in O (water). Run at time 6 hour. Product: NC1=C(C=CC=C1)C(C(=O)[O-])=O.[K+] (potassium 2-aminophenylglyoxylate). Yield: 87.0%. Reaction SMILES: [NH:1]1[C:11]2[C:6](=[CH:7][CH:8]=[CH:9][CH:10]=2)[C:4](=[O:5])[C:2]1=[O:3].[OH-:12].[K+:13].Cl>O>[NH2:1][C:11]1[CH:10]=[CH:9][CH:8]=[CH:7][C:6]=1[C:4](=[O:5])[C:2]([O-:12])=[O:3].[K+:13] |f:1.2,5.6|. Reported procedure: A 250 mL one-necked flask was charged with 18.3 grams of isatin (0.124 mol), 37.1 mL. of 30% potassium hydroxide (0.196 mol) and 50 mL of water. The mixture was stirred at room temperature for 6 hours. At the end of this time, the pH of the mixture was adjusted to 7.36 by the addition of 10% hydrochloric acid. Water was removed from the mixture by means of a rotary evaporator, and the crude potassium 2-aminophenylglyoxylate obtained in this manner was dried in a desicator. The crude, dried mater...